From a dataset of the Open Reaction Database (ORD), a public repository of structured organic reaction records. describe an organic reaction: reactants, conditions, products, and yield The reactants are C1=CC=C(C=C1)OC(=NC#N)OC2=CC=CC=C2 (diphenyl cyanocarbonimidate), N1CCCCC1 (piperidine). Solvent: ClCCl (dichloromethane). Run at time 30 minute. Product: O(C1=CC=CC=C1)C(N1CCCCC1)=NC#N ([phenoxy(1-piperidinyl)methylene]cyanamide). The yield is 81.3%. As a reaction SMILES: C1C=CC(O[C:8]([O:12][C:13]2[CH:18]=[CH:17][CH:16]=[CH:15][CH:14]=2)=[N:9][C:10]#[N:11])=CC=1.[NH:19]1[CH2:24][CH2:23][CH2:22][CH2:21][CH2:20]1>ClCCl>[O:12]([C:8](=[N:9][C:10]#[N:11])[N:19]1[CH2:24][CH2:23][CH2:22][CH2:21][CH2:20]1)[C:13]1[CH:14]=[CH:15][CH:16]=[CH:17][CH:18]=1. Reported procedure: a)To a stirred solution of 6 g of diphenyl cyanocarbonimidate in 50 ml of dichloromethane at room temperature were added portionwise 2.1 g of piperidine. Stirring was continued for 30 minutes at room temperature. The reaction mixture was evaporated and the residue was crystallized from 2,2'-oxybispropane. The crystals were filtered off and dried, yielding 4.6 g (80.7%) of [phenoxy(1-piperidinyl)methylene]cyanamide; mp. 85.7° C. (interm. 32). The reactants are CCc1c(C(=O)C(N)=O)c2c(OCC(=O)OC)cc3c(c2n1Cc1ccccc1)CCCC3, CO, [Li+], C1CCOC1, [OH-]. The product is CCc1c(C(=O)C(N)=O)c2c(OCC(=O)O)cc3c(c2n1Cc1ccccc1)CCCC3. RXN SMILES: [CH3:1][O:2][C:3]([CH2:4][O:5][c:6]1[c:7]2[c:8]([C:28]([C:29](=[O:30])[NH2:31])=[O:32])[c:9]([CH2:26][CH3:27])[n:10]([CH2:19][c:20]3[cH:21][cH:22][cH:23][cH:24][cH:25]3)[c:11]2[c:12]2[c:13]([cH:14]1)[CH2:15][CH2:16][CH2:17][CH2:18]2)=[O:33].[CH3:36][OH:37].[Li+:34].[O:38]1[CH2:39][CH2:40][CH2:41][CH2:42]1.[OH-:35]>>[O:2]=[C:3]([CH2:4][O:5][c:6]1[c:7]2[c:8]([C:28]([C:29](=[O:30])[NH2:31])=[O:32])[c:9]([CH2:26][CH3:27])[n:10]([CH2:19][c:20]3[cH:21][cH:22][cH:23][cH:24][cH:25]3)[c:11]2[c:12]2[c:13]([cH:14]1)[CH2:15][CH2:16][CH2:17][CH2:18]2)[OH:33]. Starting materials: BrC1=CC(=NC=C1)C1CC(=NN1C1=C(C=C(C=C1)F)F)C(C(F)(F)F)(F)F (5-(4-Bromo-pyridin-2-yl)-1-(2,4-difluoro-phenyl)-3-pentafluoroethyl-4,5-dihydro-1H-pyrazole), C(=O)(OC(C)(C)C)N1CCNCC1 (1-BOC-piperazine), C=1C=CC(=CC1)P(C=2C=CC=CC2)C3=CC=C4C=CC=CC4=C3C5=C6C=CC=CC6=CC=C5P(C=7C=CC=CC7)C=8C=CC=CC8 (BINAP), CC(C)([O-])C.[Na+] (sodium t-butoxide). The reagents and catalysts are C=1C=CC(=CC1)/C=C/C(=O)/C=C/C2=CC=CC=C2.C=1C=CC(=CC1)/C=C/C(=O)/C=C/C2=CC=CC=C2.C=1C=CC(=CC1)/C=C/C(=O)/C=C/C2=CC=CC=C2.[Pd].[Pd] (Pd2(dba)3). Run in C1(=CC=CC=C1)C (toluene). Run at temperature 100 celsius, time 12 hour. Yields the product C(=O)(OC(C)(C)C)N1CCN(CC1)C1=CC(=NC=C1)C1CC(=NN1C1=C(C=C(C=C1)F)F)C(C(F)(F)F)(F)F (5-[4-(4-BOC-piperazin-1-yl)-pyridin-2-yl]-1-(2,4-difluoro-phenyl)-3-pentafluoroethyl-4,5-dihydro-1H-pyrazole). The yield is 94.4%. RXN SMILES: Br[C:2]1[CH:7]=[CH:6][N:5]=[C:4]([CH:8]2[N:12]([C:13]3[CH:18]=[CH:17][C:16]([F:19])=[CH:15][C:14]=3[F:20])[N:11]=[C:10]([C:21]([F:27])([F:26])[C:22]([F:25])([F:24])[F:23])[CH2:9]2)[CH:3]=1.[C:28]([N:35]1[CH2:40][CH2:39][NH:38][CH2:37][CH2:36]1)([O:30][C:31]([CH3:34])([CH3:33])[CH3:32])=[O:29].C1C=CC(P(C2C(C3C(P(C4C=CC=CC=4)C4C=CC=CC=4)=CC=C4C=3C=CC=C4)=C3C(C=CC=C3)=CC=2)C2C=CC=CC=2)=CC=1.CC(C)([O-])C.[Na+]>C1C=CC(/C=C/C(/C=C/C2C=CC=CC=2)=O)=CC=1.C1C=CC(/C=C/C(/C=C/C2C=CC=CC=2)=O)=CC=1.C1C=CC(/C=C/C(/C=C/C2C=CC=CC=2)=O)=CC=1.[Pd].[Pd].C1(C)C=CC=CC=1>[C:28]([N:35]1[CH2:36][CH2:37][N:38]([C:2]2[CH:7]=[CH:6][N:5]=[C:4]([CH:8]3[N:12]([C:13]4[CH:18]=[CH:17][C:16]([F:19])=[CH:15][C:14]=4[F:20])[N:11]=[C:10]([C:21]([F:27])([F:26])[C:22]([F:25])([F:24])[F:23])[CH2:9]3)[CH:3]=2)[CH2:39][CH2:40]1)([O:30][C:31]([CH3:34])([CH3:33])[CH3:32])=[O:29] |f:3.4,5.6.7.8.9|. Reported procedure: 5-(4-Bromo-pyridin-2-yl)-1-(2,4-difluoro-phenyl)-3-pentafluoroethyl-4,5-dihydro-1H-pyrazole (300.0 mg, 0.66 mmol) prepared in Step 4 of Preparation 11, 1-BOC-piperazine (184.0 mg, 0.99 mmol), Pd2(dba)3 (30.2 mg, cat.), BINAP (41.1 mg, cat.) and sodium t-butoxide (114.0 mg, 1.19 mmol) were added to toluene (10.0 mL). The reaction mixture was stirred at 100° C. for 12 hours and then filtered through celite pad. A saturated solution of ammonium chloride was added to the filtrate, which was then ext... Product: C(CC)C1OC2=C(CC1)C=CC=C2 (2-Propyl-3,4-dihydro-2H-1-benzopyran). The reagents and catalysts are [Pd] (palladium on carbon). Reaction SMILES: [CH2:1]([C:4]1[O:5][C:6]2[CH:14]=[CH:13][CH:12]=[CH:11][C:7]=2[C:8](=O)[CH:9]=1)[CH2:2][CH3:3].O>C(O)C.Cl.[Pd]>[CH2:1]([CH:4]1[CH2:9][CH2:8][C:7]2[CH:11]=[CH:12][CH:13]=[CH:14][C:6]=2[O:5]1)[CH2:2][CH3:3]. Starting materials: C(CC)C=1OC2=C(C(C1)=O)C=CC=C2 (2-propyl-1-benzopyran-4-one), O (water). Procedure: A solution of 44 g (234 mmol) of 2-propyl-1-benzopyran-4-one in 350 ml of ethanol and 125 ml of concentrated hydrochloric acid is hydrogenated for 8 hours under a pressure of 500 kPa, in the presence of 14 g of 10% palladium on carbon containing 50% of water. The mixture is then filtered and the filtrate is concentrated under reduced pressure. By chromatography of the residue on a silica column using dichloromethane, 26 g of product are obtained in oil form. Run in C(C)O (ethanol), Cl (hydrochloric acid). Reactants: CCCCC[Si]1(c2ccccc2)CCC(CBr)CC1, O=C([O-])[O-], CN(C)C=O, Oc1ccc(OC(F)(F)F)cc1, [K+], [K+]. Yields the product CCCCC[Si]1(c2ccccc2)CCC(COc2ccc(OC(F)(F)F)cc2)CC1. Reaction SMILES: [Br:7][CH2:8][CH:9]1[CH2:10][CH2:11][Si:12]([c:15]2[cH:16][cH:17][cH:18][cH:19][cH:20]2)([CH2:21][CH2:22][CH2:23][CH2:24][CH3:25])[CH2:13][CH2:14]1.[C:1](=[O:2])([O-:3])[O-:4].[CH3:38][N:39]([CH3:40])[CH:41]=[O:42].[F:26][C:27]([O:28][c:29]1[cH:30][cH:31][c:32]([OH:35])[cH:33][cH:34]1)([F:36])[F:37].[K+:5].[K+:6]>>[CH2:8]([CH:9]1[CH2:10][CH2:11][Si:12]([c:15]2[cH:16][cH:17][cH:18][cH:19][cH:20]2)([CH2:21][CH2:22][CH2:23][CH2:24][CH3:25])[CH2:13][CH2:14]1)[O:35][c:32]1[cH:31][cH:30][c:29]([O:28][C:27]([F:26])([F:36])[F:37])[cH:34][cH:33]1. Reactants: COC1=NC2=NC(=CN2C=2CCCC12)C=O (5-methoxy-7,8-dihydro-6H-3,4,8b-triaza-as-indacene-2-carbaldehyde), [Br-].[Mg+2].[Br-] (magnesium bromide), C(C)(=O)OC(C)=O (acetic anhydride), [N+](=O)([O-])C1=CC=C(COC(=O)C=2N3C(C(C3SC2)Br)=O)C=C1 (6-Bromo-7-oxo-4-thia-1-aza-bicyclo[3.2.0]hept-2-ene-2-carboxylic acid 4-nitro-benzyl ester). The solvent is C(C)#N (acetonitrile), C1CCOC1 (THF), C(C)(=O)OCC (ethyl acetate), C(C)N(CC)CC (Triethylamine). Run at temperature 23 celsius, time 18 hour. Product: [N+](=O)([O-])C1=CC=C(COC(=O)C=2N3C(C(C3SC2)(Br)C(C2=CN3C=4CCCC4C(=NC3=N2)OC)OC(C)=O)=O)C=C1 (6-[acetoxy-(5-methoxy-7,8-dihydro-6H-3,4,8b-triaza-as-indacen-2-yl)-methyl]-6-bromo-7-oxo-4-thia-1-aza-bicyclo[3.2.0]hept-2-ene-2-carboxylic acid 4-nitro-benzyl ester). Isolated yield 93.0%. Reaction SMILES: [CH3:1][O:2][C:3]1[C:14]2[CH2:13][CH2:12][CH2:11][C:10]=2[N:9]2[C:5](=[N:6][C:7]([CH:15]=[O:16])=[CH:8]2)[N:4]=1.[Br-].[Mg+2].[Br-].[N+:20]([C:23]1[CH:41]=[CH:40][C:26]([CH2:27][O:28][C:29]([C:31]2[N:32]3[CH:35]([S:36][CH:37]=2)[CH:34]([Br:38])[C:33]3=[O:39])=[O:30])=[CH:25][CH:24]=1)([O-:22])=[O:21].[C:42](OC(=O)C)(=[O:44])[CH3:43]>C(OCC)(=O)C.C(N(CC)CC)C.C1COCC1.C(#N)C>[N+:20]([C:23]1[CH:41]=[CH:40][C:26]([CH2:27][O:28][C:29]([C:31]2[N:32]3[CH:35]([S:36][CH:37]=2)[C:34]([CH:15]([O:16][C:42](=[O:44])[CH3:43])[C:7]2[N:6]=[C:5]4[N:9]([C:10]5[CH2:11][CH2:12][CH2:13][C:14]=5[C:3]([O:2][CH3:1])=[N:4]4)[CH:8]=2)([Br:38])[C:33]3=[O:39])=[O:30])=[CH:25][CH:24]=1)([O-:22])=[O:21] |f:1.2.3|. Reported procedure: A 30 ml acetonitrile solution of 5-methoxy-7,8-dihydro-6H-3,4,8b-triaza-as-indacene-2-carbaldehyde (660 mg, 3 mmol) was added 1.03 gram of magnesium bromide etherate. The mixture was stirred at 23° C. for half an hour. Then a 30 ml dry THF solution of the 6-Bromo-7-oxo-4-thia-1-aza-bicyclo[3.2.0]hept-2-ene-2-carboxylic acid 4-nitro-benzyl ester (1.155 gram, 1 eq.) was injected within a minute and the reaction mixture was then cooled to −20° C. Triethylamine (0.7 ml, eq.) was then injected and th... Reactants: OC(CN)(C)C (2-Hydroxy-2-methyl-1-propylamine), ClC1=C(C(=O)NCC23CC4CC(CC(C2)C4)C3)C=C(C=C1)CCCOS(=O)(=O)C (2-chloro-5-[3-[(methylsulfonyl)oxy]propyl]-N-(tricyclo[3.3.1.13,7]dec-1-ylmethyl)-benzamide). Solvent: C(CCC)O (butan-1-ol), C(C)(=O)OCC (ethyl acetate). Conditions: time 24 hour. The product is C(C)(=O)O.ClC1=C(C(=O)NCC23CC4CC(CC(C2)C4)C3)C=C(C=C1)CCCNCC(C)(C)O (2-Chloro-5-[3-[(2-hydroxy-2-methylpropyl)amino]propyl]-N-(tricyclo[3.3.1.13,7]dec-1-ylmethyl)-benzamide, acetate salt), acetate salt. As a reaction SMILES: [OH:1][C:2]([CH3:6])([CH3:5])[CH2:3][NH2:4].[Cl:7][C:8]1[CH:27]=[CH:26][C:25]([CH2:28][CH2:29][CH2:30]OS(C)(=O)=O)=[CH:24][C:9]=1[C:10]([NH:12][CH2:13][C:14]12[CH2:23][CH:18]3[CH2:19][CH:20]([CH2:22][CH:16]([CH2:17]3)[CH2:15]1)[CH2:21]2)=[O:11]>C(O)CCC.C(OCC)(=O)C>[C:2]([OH:1])(=[O:11])[CH3:6].[Cl:7][C:8]1[CH:27]=[CH:26][C:25]([CH2:28][CH2:29][CH2:30][NH:4][CH2:3][C:2]([OH:1])([CH3:6])[CH3:5])=[CH:24][C:9]=1[C:10]([NH:12][CH2:13][C:14]12[CH2:23][CH:18]3[CH2:19][CH:20]([CH2:22][CH:16]([CH2:17]3)[CH2:15]1)[CH2:21]2)=[O:11] |f:4.5|. Procedure details: 2-Hydroxy-2-methyl-1-propylamine [prepared according to Journal American Chemical Society (1941), 63, p1034] (0.25 ml) was added to a solution of 2-chloro-5-[3-[(methylsulfonyl)oxy]propyl]-N-(tricyclo[3.3.1.13,7]dec-1-ylmethyl)-benzamide (0.250 g, Example 6e) in butan-1-ol (8 ml) and healed at 100° C. in a sealed tube for 24 h. On cooling to ambient temperature, the mixture was diluted with ethyl acetate and extracted twice with saturated aqueous sodium hydrogencarbonate solution and once with b... Reactants: CC(Br)CO, ClC(Cl)(Cl)Cl, O=P(Cl)(Cl)Cl. Yields the product CC(Br)COP(=O)(Cl)Cl. RXN SMILES: [Br:6][CH:7]([CH2:8][OH:9])[CH3:10].[C:11]([Cl:12])([Cl:13])([Cl:14])[Cl:15].[P:1](=[O:2])([Cl:3])([Cl:4])[Cl:5]>>[P:1](=[O:2])([Cl:3])([Cl:5])[O:9][CH2:8][CH:7]([Br:6])[CH3:10]. The reactants are Cl (hydrochloric acid), C(C)(=O)O (acetic acid), ClC=1C(=C(C=C2C(C(=CN(C12)C1=NC(=C(C=C1F)F)OC)C(=O)OCC)=O)F)F (ethyl 8-chloro-1-(3,5-difluoro-6-methoxypyridine-2-yl)-6,7-difluoro-4-oxo-1,4-dihydroquinoline-3-carboxylate). The solvent is O (water). Conditions: time 30 minute. The product is ClC=1C(=C(C=C2C(C(=CN(C12)C1=NC(=C(C=C1F)F)OC)C(=O)O)=O)F)F (8-chloro-1-(3,5-difluoro-6-methoxypyridine-2-yl)-6,7-difluoro-4-oxo-1,4-dihydroquinoline-3-carboxylic acid). Yield: 82.5%. Reaction SMILES: Cl.C(O)(=O)C.[Cl:6][C:7]1[C:8]([F:34])=[C:9]([F:33])[CH:10]=[C:11]2[C:16]=1[N:15]([C:17]1[C:22]([F:23])=[CH:21][C:20]([F:24])=[C:19]([O:25][CH3:26])[N:18]=1)[CH:14]=[C:13]([C:27]([O:29]CC)=[O:28])[C:12]2=[O:32]>O>[Cl:6][C:7]1[C:8]([F:34])=[C:9]([F:33])[CH:10]=[C:11]2[C:16]=1[N:15]([C:17]1[C:22]([F:23])=[CH:21][C:20]([F:24])=[C:19]([O:25][CH3:26])[N:18]=1)[CH:14]=[C:13]([C:27]([OH:29])=[O:28])[C:12]2=[O:32]. Procedure: To a mixed solution of 1 ml of 4N hydrochloric acid and 1 ml of acetic acid was added 385 mg of ethyl 8-chloro-1-(3,5-difluoro-6-methoxypyridine-2-yl)-6,7-difluoro-4-oxo-1,4-dihydroquinoline-3-carboxylate, and the mixture heated under reflux with stirring for 30 minutes. After adding 2 ml of distilled water, the solution was allowed to cool and stand. The precipitate was collected by filtration, and washed with ethanol and diisopropylether successively to obtain 297 mg of the title compound as a... The reactants are 2-Fluoro-4-((2′-tert-butyldimethylsilyloxymethyl)phenyl)aniline, C(=O)C1=C(C=CC=C1)B(O)O (2-formylphenylboronic acid), BrC1=CC(=C(N)C=C1)F (4-bromo-2-fluoroaniline). As a reaction SMILES: [CH:1]([C:3]1[CH:8]=[CH:7][CH:6]=[CH:5][C:4]=1B(O)O)=[O:2].Br[C:13]1[CH:19]=[CH:18][C:16]([NH2:17])=[C:15]([F:20])[CH:14]=1>C1COCC1.C([O-])([O-])=O.[Na+].[Na+].C1C=CC([P]([Pd]([P](C2C=CC=CC=2)(C2C=CC=CC=2)C2C=CC=CC=2)([P](C2C=CC=CC=2)(C2C=CC=CC=2)C2C=CC=CC=2)[P](C2C=CC=CC=2)(C2C=CC=CC=2)C2C=CC=CC=2)(C2C=CC=CC=2)C2C=CC=CC=2)=CC=1>[F:20][C:15]1[CH:14]=[C:13]([C:4]2[CH:5]=[CH:6][CH:7]=[CH:8][C:3]=2[CH2:1][OH:2])[CH:19]=[CH:18][C:16]=1[NH2:17] |f:3.4.5,^1:35,37,56,75|. Solvent: C1CCOC1 (THF), C(=O)([O-])[O-].[Na+].[Na+] (Na2CO3). Product: FC1=C(N)C=CC(=C1)C1=C(C=CC=C1)CO (2-fluoro-4-(2′-hydroxymethylphenyl)aniline). Run at time 1 hour. Reagents/catalysts: C=1C=CC(=CC1)[P](C=2C=CC=CC2)(C=3C=CC=CC3)[Pd]([P](C=4C=CC=CC4)(C=5C=CC=CC5)C=6C=CC=CC6)([P](C=7C=CC=CC7)(C=8C=CC=CC8)C=9C=CC=CC9)[P](C=1C=CC=CC1)(C=1C=CC=CC1)C=1C=CC=CC1 (Pd(PPh3)4). Isolated yield 79.4%. Procedure: Part A: 2-Fluoro-4-((2′-tert-butyldimethylsilyloxymethyl)phenyl)aniline: A solution of 2-formylphenylboronic acid (5 g, 33.3 mmol) and 4-bromo-2-fluoroaniline (4.2 g, 22.2 mmol) in THF (80 mL) and aqueous Na2CO3 solution (2M, 80 mL) was bubbled with nitrogen for 10 minutes. After Pd(PPh3)4 (1.54 g, 1.33 mmol) was added, the resulting mixture was refluxed under nitrogen for 4 hours. The THF layer was separated and filtered through a pad of silica gel. The silica gel was washed with THF. To the co...